Dataset: the Open Reaction Database (ORD), a public repository of structured organic reaction records. Task: describe an organic reaction: reactants, conditions, products, and yield Reactants: C(C1=CC=CC=C1)OC(CN1C(C(=NC(=C1C)Cl)NCCC1=CC=CC=C1)=O)=O ((5-chloro-6-methyl-2-oxo-3-phenethylamino-2H-pyrazin-1-yl)acetic acid benzyl ester), C1CCOC1.CO (THF MeOH), O[Li].O (LiOH.H2O). The solvent is O (Water), O (water). Run at time 2 hour. Product: ClC=1N=C(C(N(C1C)CC(=O)O)=O)NCCC1=CC=CC=C1 ((5-Chloro-6-methyl-2-oxo-3-phenethylamino-2H-pyrazin-1-yl)acetic acid). As a reaction SMILES: C([O:8][C:9](=[O:29])[CH2:10][N:11]1[C:16]([CH3:17])=[C:15]([Cl:18])[N:14]=[C:13]([NH:19][CH2:20][CH2:21][C:22]2[CH:27]=[CH:26][CH:25]=[CH:24][CH:23]=2)[C:12]1=[O:28])C1C=CC=CC=1.C1COCC1.CO.O[Li].O>O>[Cl:18][C:15]1[N:14]=[C:13]([NH:19][CH2:20][CH2:21][C:22]2[CH:23]=[CH:24][CH:25]=[CH:26][CH:27]=2)[C:12](=[O:28])[N:11]([CH2:10][C:9]([OH:29])=[O:8])[C:16]=1[CH3:17] |f:1.2,3.4|. Procedure details: Water (1 ml) was added to a stirred solution of (5-chloro-6-methyl-2-oxo-3-phenethylamino-2H-pyrazin-1-yl)acetic acid benzyl ester (436 mg) in 1:1 THF/MeOH (6 ml) and LiOH.H2O was added to the resulting mixture. After 2 h, the reaction mixture was diluted with water and washed with EtOAc. The aqueous layer was acidified with 10% KHSO4 solution to give a cloudy mixture that was extracted with methylene chloride. The organic layer was dried (Na2SO4) and evaporated in vacuo to give 1-4 as a crystal... The reactants are O=C1CCc2ccccc21, COCCO, Cl, CCCCON=O, O. The product is O=C1C(=NO)Cc2ccccc21. Reaction SMILES: [C:1]1(=[O:10])[CH2:2][CH2:3][c:4]2[cH:5][cH:6][cH:7][cH:8][c:9]21.[CH3:20][O:21][CH2:22][CH2:23][OH:24].[ClH:11].[N:12](=[O:13])[O:14][CH2:15][CH2:16][CH2:17][CH3:18].[OH2:19]>>[C:1]1(=[O:10])[C:2](=[N:12][OH:13])[CH2:3][c:4]2[cH:5][cH:6][cH:7][cH:8][c:9]21. Reactants: S(=O)(Cl)Cl (Thionyl chloride), [N+](=O)([O-])C1=CC=C(C=C1)S(=O)(=O)N1CCC(CC1)C(=O)O (1-(4-nitro-benzenesulfonyl)-piperidine-4-carboxylic acid). The solvent is C1(=CC=CC=C1)C (toluene). Conditions: temperature 80 celsius. Yields the product [N+](=O)([O-])C1=CC=C(C=C1)S(=O)(=O)N1CCC(CC1)C(=O)Cl (1-(4-Nitro-benzenesulfonyl)-piperidine-4-carbonyl chloride). RXN SMILES: S(Cl)([Cl:3])=O.[N+:5]([C:8]1[CH:13]=[CH:12][C:11]([S:14]([N:17]2[CH2:22][CH2:21][CH:20]([C:23]([OH:25])=O)[CH2:19][CH2:18]2)(=[O:16])=[O:15])=[CH:10][CH:9]=1)([O-:7])=[O:6]>C1(C)C=CC=CC=1>[N+:5]([C:8]1[CH:13]=[CH:12][C:11]([S:14]([N:17]2[CH2:22][CH2:21][CH:20]([C:23]([Cl:3])=[O:25])[CH2:19][CH2:18]2)(=[O:16])=[O:15])=[CH:10][CH:9]=1)([O-:7])=[O:6]. Reported procedure: Thionyl chloride (4.0 ml, 55.0 mmol) was added dropwise to a stirred solution of 1-(4-nitro-benzenesulfonyl)-piperidine-4-carboxylic acid (1.25 g, 3.98 mmol) in toluene (12 ml) and the mixture was heated at 80° C. for 2 hours. After this time, the reaction mixture was concentrated under vacuum to afford the title compound as a white solid which was used without further purification. Reactants: CC(=O)O, CO, COc1ccnc(CSc2nc3cc(OC(F)F)ccc3[nH]2)c1OC, [Na+], [Na+], [Na+], O=S([O-])([O-])=S, [OH-], O, OO. Yields the product COc1ccnc(CS(=O)c2nc3cc(OC(F)F)ccc3[nH]2)c1OC. RXN SMILES: [CH3:35][C:36](=[O:37])[OH:38].[CH3:39][OH:40].[F:1][CH:2]([O:3][c:4]1[cH:5][c:6]2[c:7]([nH:8][c:9]([S:11][CH2:12][c:13]3[n:14][cH:15][cH:16][c:17]([O:21][CH3:22])[c:18]3[O:19][CH3:20])[n:10]2)[cH:23][cH:24]1)[F:25].[Na+:27].[Na+:28].[Na+:29].[O-:30][S:31]([O-:32])(=[S:33])=[O:34].[OH-:26].[OH2:41].[OH:42][OH:43]>>[F:1][CH:2]([O:3][c:4]1[cH:5][c:6]2[c:7]([nH:8][c:9]([S:11]([CH2:12][c:13]3[n:14][cH:15][cH:16][c:17]([O:21][CH3:22])[c:18]3[O:19][CH3:20])=[O:30])[n:10]2)[cH:23][cH:24]1)[F:25]. Reaction SMILES: [C:10]([CH2:11][CH2:12][CH3:13])(=[O:14])[c:15]1[cH:16][n:17][c:18]2[c:19]([O:26][CH3:27])[cH:20][cH:21][cH:22][c:23]2[c:24]1[Cl:25].[F:1][c:2]1[c:3]([OH:9])[cH:4][cH:5][c:6]([NH2:8])[cH:7]1.[O:28]1[CH2:29][CH2:30][O:31][CH2:32][CH2:33]1>>[F:1][c:2]1[c:3]([OH:9])[cH:4][cH:5][c:6]([NH:8][c:24]2[c:15]([C:10]([CH2:11][CH2:12][CH3:13])=[O:14])[cH:16][n:17][c:18]3[c:19]([O:26][CH3:27])[cH:20][cH:21][cH:22][c:23]32)[cH:7]1. Starting materials: CCCC(=O)c1cnc2c(OC)cccc2c1Cl, Nc1ccc(O)c(F)c1, C1COCCO1. Product: CCCC(=O)c1cnc2c(OC)cccc2c1Nc1ccc(O)c(F)c1. Reactants: c1ccc(CC2CCNCC2)cc1, O=C(O)C(Cc1ccccc1)NS(=O)(=O)c1ccc(F)cc1, [Na]. Product: O=C(O)C(Cc1ccccc1)NS(=O)(=O)c1ccc(N2CCC(Cc3ccccc3)CC2)cc1. As a reaction SMILES: [CH2:24]([c:25]1[cH:26][cH:27][cH:28][cH:29][cH:30]1)[CH:31]1[CH2:32][CH2:33][NH:34][CH2:35][CH2:36]1.[F:1][c:2]1[cH:3][cH:4][c:5]([S:8](=[O:9])(=[O:10])[NH:11][CH:12]([C:13](=[O:14])[OH:15])[CH2:16][c:17]2[cH:18][cH:19][cH:20][cH:21][cH:22]2)[cH:6][cH:7]1.[Na:23]>>[c:2]1([N:34]2[CH2:33][CH2:32][CH:31]([CH2:24][c:25]3[cH:26][cH:27][cH:28][cH:29][cH:30]3)[CH2:36][CH2:35]2)[cH:3][cH:4][c:5]([S:8](=[O:9])(=[O:10])[NH:11][CH:12]([C:13](=[O:14])[OH:15])[CH2:16][c:17]2[cH:18][cH:19][cH:20][cH:21][cH:22]2)[cH:6][cH:7]1. The reactants are Nc1ccc(Br)cc1, [BH3-]C#N, CC(=O)O, COC(OC)OC, O=Cc1ccc(C(=O)NCCC(=O)O)cc1, [Na+], CN(C)C=O. Yields the product O=C(O)CCNC(=O)c1ccc(CNc2ccc(Br)cc2)cc1. As a reaction SMILES: [Br:17][c:18]1[cH:19][cH:20][c:21]([NH2:22])[cH:23][cH:24]1.[C:29]([BH3-:30])#[N:31].[CH3:25][C:26](=[O:27])[OH:28].[CH3:38][O:39][CH:40]([O:41][CH3:42])[O:43][CH3:44].[CH:1](=[O:2])[c:3]1[cH:4][cH:5][c:6]([C:7](=[O:8])[NH:9][CH2:10][CH2:11][C:12](=[O:13])[OH:14])[cH:15][cH:16]1.[Na+:32].[O:33]=[CH:34][N:35]([CH3:36])[CH3:37]>>[CH2:1]([c:3]1[cH:4][cH:5][c:6]([C:7](=[O:8])[NH:9][CH2:10][CH2:11][C:12](=[O:13])[OH:14])[cH:15][cH:16]1)[NH:22][c:21]1[cH:20][cH:19][c:18]([Br:17])[cH:24][cH:23]1. Yields the product Cc1ccc(-c2nc(C(=O)O)n(C)c2-c2ccc(C)cc2)cc1. Starting materials: Cc1ccc(-c2nc(C(=O)OCc3ccccc3)n(C)c2-c2ccc(C)cc2)cc1, CO. RXN SMILES: [CH3:1][c:2]1[cH:3][cH:4][c:5](-[c:8]2[n:9][c:10]([C:21](=[O:22])[O:23][CH2:24][c:25]3[cH:26][cH:27][cH:28][cH:29][cH:30]3)[n:11]([CH3:20])[c:12]2-[c:13]2[cH:14][cH:15][c:16]([CH3:19])[cH:17][cH:18]2)[cH:6][cH:7]1.[CH3:31][OH:32]>>[CH3:1][c:2]1[cH:3][cH:4][c:5](-[c:8]2[n:9][c:10]([C:21](=[O:22])[OH:23])[n:11]([CH3:20])[c:12]2-[c:13]2[cH:14][cH:15][c:16]([CH3:19])[cH:17][cH:18]2)[cH:6][cH:7]1. Starting materials: O (Water), [H-].[Na+] (Sodium hydride), CN(C)C=O (DMF), C(C)C1(C(NC2=C(NC1=O)C=CC(=C2)OC)=O)CC (3,3-Diethyl-7-methoxy-1,5-dihydrobenzo[b][1,4]diazepine-2,4-dione), CI (Methyl iodide). Run in C(C)(=O)OCC (ethyl acetate). Run at temperature 0 celsius, time 1 hour. Product: C(C)C1(C(N(C2=C(N(C1=O)C)C=CC(=C2)OC)C)=O)CC (3,3-diethyl-7-methoxy-1,5-dimethyl-1,5-dihydrobenzo[b][1,4]diazepine-2,4-dione). The yield is 76.0%. Reaction SMILES: [H-].[Na+].[CH2:3]([C:5]1([CH2:20][CH3:21])[C:11](=[O:12])[NH:10][C:9]2[CH:13]=[CH:14][C:15]([O:17][CH3:18])=[CH:16]C=2NC1=O)[CH3:4].[CH3:22]I.O.[CH3:25][N:26]([CH:28]=[O:29])[CH3:27]>C(OCC)(=O)C>[CH2:20]([C:5]1([CH2:3][CH3:4])[C:11](=[O:12])[N:10]([CH3:22])[C:9]2[CH:13]=[CH:14][C:15]([O:17][CH3:18])=[CH:16][C:25]=2[N:26]([CH3:27])[C:28]1=[O:29])[CH3:21] |f:0.1|. Procedure details: Sodium hydride (60% in oil, 170 mg, 4.3 mmol) was suspended in DMF (15 ml). 3,3-Diethyl-7-methoxy-1,5-dihydrobenzo[b][1,4]diazepine-2,4-dione (452 mg, 1.7 mmol) was added thereto at 0° C., and stirring was conducted at the same temperature for 1 hour. Methyl iodide (0.42 ml, 6.8 mmol) was added to the mixture, and stirred at room temperature for 3 days. Water was added to the reaction mixture and extraction with ethyl acetate was performed. The organic layer was dried over sodium sulfate, and co... The reactants are SiO2, C(C1=CC=CC=C1)N1C2CC(CC1CC2)(O)C2=CC1=CC=CC=C1C=C2 (8-benzyl-3-naphthalen-2-yl-8-aza-bicyclo[3.2.1]octan-3-ol), C(=O)[O-].[NH4+] (ammonium formate), CO (MeOH). The reagents and catalysts are [Pd] (Pd/C). Solvent: C(Cl)(Cl)Cl.CO (CHCl3 MeOH). Run at temperature 50 celsius, time 21 hour. Yields the product C1=C(C=CC2=CC=CC=C12)C1(CC2CCC(C1)N2)O (3-Naphthalen-2-yl-8-aza-bicyclo[3.2.1]octan-3-ol). The yield is 72.0%. As a reaction SMILES: C([N:8]1[CH:13]2[CH2:14][CH2:15][CH:9]1[CH2:10][C:11]([C:17]1[CH:26]=[CH:25][C:24]3[C:19](=[CH:20][CH:21]=[CH:22][CH:23]=3)[CH:18]=1)([OH:16])[CH2:12]2)C1C=CC=CC=1.C([O-])=O.[NH4+].CO>[Pd].C(Cl)(Cl)Cl.CO>[CH:18]1[C:19]2[C:24](=[CH:23][CH:22]=[CH:21][CH:20]=2)[CH:25]=[CH:26][C:17]=1[C:11]1([OH:16])[CH2:12][CH:13]2[NH:8][CH:9]([CH2:15][CH2:14]2)[CH2:10]1 |f:1.2,5.6|. Reported procedure: To 3.80 g (11.1 mmol) 8-benzyl-3-naphthalen-2-yl-8-aza-bicyclo[3.2.1]octan-3-ol was added 1.20 g (19.0 mmol) of ammonium formate, 100 mL MeOH, and 2.46 g Pd/C (10 wt. %). The reaction mixture was heated to 50° C., and was monitored by TLC on a SiO2 plate with CHCl3:MeOH (10:1). After 21 h, the mixture was cooled to room temperature, filtered through a pad of celite and evaporated to afford 2.0 g (7.9 mmol, a 72% yield) of the title compound as an off-white solid. MS (ES) m/z: 344 (MH)+.